Dataset: the Open Reaction Database (ORD), a public repository of structured organic reaction records. Task: describe an organic reaction: reactants, conditions, products, and yield The reactants are BrCC=1C(=NOC1C1CC1)C1=C(C=CC=C1Cl)Cl (4-bromomethyl-5-cyclopropyl-3-(2,6-dichloro-phenyl)-isoxazole), C(C)(C)(C)OC(=O)N1CCC(CCC1)O (4-hydroxy-azepane-1-carboxylic acid tert-butyl ester), C1COCCOCCOCCOCCOCCO1 (18-crown-6), [K] (potassium). The solvent is C1CCOC1 (THF), O (water), C1CCOC1 (THF), C(C)(C)(C)O (tert-butyl alcohol). Run at time 20 minute. Product: C(C)(C)(C)OC(=O)N1CCC(CCC1)OCC=1C(=NOC1C1CC1)C1=C(C=CC=C1Cl)Cl (4-[5-Cyclopropyl-3-(2,6-dichloro-phenyl)-isoxazol-4-ylmethoxy]-azepane-1-carboxylic acid tert-butyl ester). The yield is 16.8%. RXN SMILES: [C:1]([O:5][C:6]([N:8]1[CH2:14][CH2:13][CH2:12][CH:11]([OH:15])[CH2:10][CH2:9]1)=[O:7])([CH3:4])([CH3:3])[CH3:2].C1OCCOCCOCCOCCOCCOC1.[K].Br[CH2:36][C:37]1[C:38]([C:45]2[C:50]([Cl:51])=[CH:49][CH:48]=[CH:47][C:46]=2[Cl:52])=[N:39][O:40][C:41]=1[CH:42]1[CH2:44][CH2:43]1>C1COCC1.O.C(O)(C)(C)C>[C:1]([O:5][C:6]([N:8]1[CH2:14][CH2:13][CH2:12][CH:11]([O:15][CH2:36][C:37]2[C:38]([C:45]3[C:46]([Cl:52])=[CH:47][CH:48]=[CH:49][C:50]=3[Cl:51])=[N:39][O:40][C:41]=2[CH:42]2[CH2:44][CH2:43]2)[CH2:10][CH2:9]1)=[O:7])([CH3:4])([CH3:2])[CH3:3] |^1:33|. Procedure: To a solution of 4-hydroxy-azepane-1-carboxylic acid tert-butyl ester (1.88 g, 8.73 mmol) in anhydrous THF (15 mL) at 0° C. is added 18-crown-6 (2.3 g, 8.70 mmol) and tert-butyl alcohol, potassium derivative (8.8 mL, 1.0 M, 8.80 mmol). The mixture is stirred at room temperature for 20 minutes following which 4-bromomethyl-5-cyclopropyl-3-(2,6-dichloro-phenyl)-isoxazole (1.8 g, 5.19 mmol) in THF is added over 2 minutes. The mixture is stirred for 2 h and water (10 mL) is added. The mixture is con... Reactants: Cn1c2ccccc2c2oc(C(N)=O)cc(=O)c21, CN(C)C=O, Cc1ccc(S(=O)(=O)Cl)cc1, c1ccncc1. Yields the product Cn1c2ccccc2c2oc(C#N)cc(=O)c21. Reaction SMILES: [CH3:1][n:2]1[c:3]2[c:4]([c:5]3[cH:6][cH:7][cH:8][cH:9][c:10]13)[o:11][c:12]([C:16](=[O:17])[NH2:18])[cH:13][c:14]2=[O:15].[O:36]=[CH:37][N:38]([CH3:39])[CH3:40].[c:19]1([CH3:20])[cH:21][cH:22][c:23]([S:24]([Cl:25])(=[O:26])=[O:27])[cH:28][cH:29]1.[cH:30]1[cH:31][cH:32][n:33][cH:34][cH:35]1>>[CH3:1][n:2]1[c:3]2[c:4]([c:5]3[cH:6][cH:7][cH:8][cH:9][c:10]13)[o:11][c:12]([C:16]#[N:18])[cH:13][c:14]2=[O:15].